Dataset: the Open Reaction Database (ORD), a public repository of structured organic reaction records. Task: describe an organic reaction: reactants, conditions, products, and yield Starting materials: Cl, Cl, Nc1cccc(-n2cnc3cc(C(=O)NCc4cccnc4)ccc32)c1, c1ccncc1, O=S(=O)(Cl)c1cccs1. The product is O=C(NCc1cccnc1)c1ccc2c(c1)ncn2-c1cccc(NS(=O)(=O)c2cccs2)c1. Reaction SMILES: [ClH:1].[ClH:2].[NH2:3][c:4]1[cH:5][c:6](-[n:10]2[cH:11][n:12][c:13]3[c:14]2[cH:15][cH:16][c:17]([C:19](=[O:20])[NH:21][CH2:22][c:23]2[cH:24][n:25][cH:26][cH:27][cH:28]2)[cH:18]3)[cH:7][cH:8][cH:9]1.[cH:38]1[cH:39][cH:40][n:41][cH:42][cH:43]1.[s:29]1[c:30]([S:34](=[O:35])(=[O:36])[Cl:37])[cH:31][cH:32][cH:33]1>>[NH:3]([c:4]1[cH:5][c:6](-[n:10]2[cH:11][n:12][c:13]3[c:14]2[cH:15][cH:16][c:17]([C:19](=[O:20])[NH:21][CH2:22][c:23]2[cH:24][n:25][cH:26][cH:27][cH:28]2)[cH:18]3)[cH:7][cH:8][cH:9]1)[S:34]([c:30]1[s:29][cH:33][cH:32][cH:31]1)(=[O:35])=[O:36]. Product: COC(=O)C1CC(ON=C2NC(c3ccc(F)cc3Br)Cc3nc(N)nc(C)c32)CN1C(=O)OC(C)(C)C. The reactants are Cc1ccccc1, Cc1nc(N)nc2c1C(=S)NC(c1ccc(F)cc1Br)C2, COC(=O)C1CC(ON)CN1C(=O)OC(C)(C)C. As a reaction SMILES: [CH3:40][c:41]1[cH:42][cH:43][cH:44][cH:45][cH:46]1.[NH2:1][c:2]1[n:3][c:4]([CH3:21])[c:5]2[c:6]([n:7]1)[CH2:8][CH:9]([c:13]1[c:14]([Br:20])[cH:15][c:16]([F:19])[cH:17][cH:18]1)[NH:10][C:11]2=[S:12].[NH2:22][O:23][CH:24]1[CH2:25][CH:26]([C:36](=[O:37])[O:38][CH3:39])[N:27]([C:29](=[O:30])[O:31][C:32]([CH3:33])([CH3:34])[CH3:35])[CH2:28]1>>[NH2:1][c:2]1[n:3][c:4]([CH3:21])[c:5]2[c:6]([n:7]1)[CH2:8][CH:9]([c:13]1[c:14]([Br:20])[cH:15][c:16]([F:19])[cH:17][cH:18]1)[NH:10][C:11]2=[N:22][O:23][CH:24]1[CH2:25][CH:26]([C:36](=[O:37])[O:38][CH3:39])[N:27]([C:29](=[O:30])[O:31][C:32]([CH3:33])([CH3:34])[CH3:35])[CH2:28]1. Starting materials: C[C@]1(C[C@]2(CO2)CCC1)CN1C=NC2=C1C=C(C=C2)C#N (1-(((3S,5S)-5-methyl-1-oxaspiro[2.5]octan-5-yl)methyl)-1H-benzo[d]imidazole-6-carbonitrile), COC1=C(C=NC(=C1)OC)N (4,6-bis(methyloxy)-3-pyridinamine). Run in C(C)(C)O (isopropanol). Yields the product COC1=C(C=NC(=C1)OC)NC[C@]1(C[C@@](CCC1)(C)CN1C=NC2=C1C=C(C=C2)C#N)O (1-(((1S,3S)-3-(((4,6-dimethoxypyridin-3-yl)amino)methyl)-3-hydroxy-1-methylcyclohexaneyl)methyl)-1H-benzo[d]imidazole-6-carbonitrile). Yield: 64.7%. RXN SMILES: [CH3:1][C@:2]1([CH2:10][N:11]2[C:15]3[CH:16]=[C:17]([C:20]#[N:21])[CH:18]=[CH:19][C:14]=3[N:13]=[CH:12]2)[CH2:9][CH2:8][CH2:7][C@:4]2([O:6][CH2:5]2)[CH2:3]1.[CH3:22][O:23][C:24]1[CH:29]=[C:28]([O:30][CH3:31])[N:27]=[CH:26][C:25]=1[NH2:32]>C(O)(C)C>[CH3:22][O:23][C:24]1[CH:29]=[C:28]([O:30][CH3:31])[N:27]=[CH:26][C:25]=1[NH:32][CH2:5][C@:4]1([OH:6])[CH2:7][CH2:8][CH2:9][C@@:2]([CH2:10][N:11]2[C:15]3[CH:16]=[C:17]([C:20]#[N:21])[CH:18]=[CH:19][C:14]=3[N:13]=[CH:12]2)([CH3:1])[CH2:3]1. Procedure: A mixture of 1-(((3S,5S)-5-methyl-1-oxaspiro[2.5]octan-5-yl)methyl)-1H-benzo[d]imidazole-6-carbonitrile (100 mg, 0.355 mmol) and 4,6-bis(methyloxy)-3-pyridinamine (110 mg, 0.711 mmol) in isopropanol (10 mL) was heated to reflux overnight. The reaction mixture was cooled to RT, and solvent was removed. The residue was redissolved in DCM and hexane was added. The solvent was removed, and the residue was purified via silica gel chromatography (ISCO, 40 g Silica, 40 mL/min, 0%-10% MeOH/CH2Cl2). Frac... Reported procedure: 13 ml (20 mmol) of n-butyllithium (1.5 M hexane solution) was dropwise added at −78° C. to a solution having 4.0 g (19 mmol) of 2-bromo-4,5-(methylenedioxy)toluene dissolved in 50 ml of tetrahydrofuran, followed by stirring for 30 minutes, and 1.5 ml (19 mmol) of dimethylformamide was added thereto, followed by stirring for 70 minutes. 30 ml of water was added to the mixture to terminate the reaction, and tetrahydrofuran was distilled off under reduced pressure. Extraction with chloroform was ca... Run at time 30 minute. The solvent is O1CCCC1 (tetrahydrofuran). The reactants are C(CCC)[Li] (n-butyllithium), O (water), BrC1=C(C=C2C(=C1)OCO2)C (2-bromo-4,5-(methylenedioxy)toluene), CN(C=O)C (dimethylformamide). Yields the product CC1=C(C=O)C=C2C(=C1)OCO2 (2-methyl-4,5-(methylenedioxy)benzaldehyde). The yield is 99.4%. Reaction SMILES: [CH2:1]([Li])[CH2:2][CH2:3][CH3:4].BrC1[CH:12]=[C:11]2[O:13][CH2:14][O:15][C:10]2=CC=1C.CN(C)[CH:19]=[O:20].O>O1CCCC1>[CH3:4][C:3]1[CH:12]=[C:11]2[O:13][CH2:14][O:15][C:10]2=[CH:1][C:2]=1[CH:19]=[O:20]. The reactants are Methyl 4-[4-(2-Methoxyphenyl)(1,3-thiazol-2-yl)]-5-metmylthiothiophene-2-carboxylate, NC(C=1C=C(SC1C)C(=S)OC)=S (methyl 4-(aminothioxomethyl)-5-methylthiothiophene-2-carboxylate), BrCC(=O)C1=C(C=CC=C1)OC (2-Bromo-2′-methoxy acetophenone). Solvent: reagent, CC(=O)C (acetone). Yields the product COC1=C(C=CC=C1)C=1N=C(SC1)C=1C=C(SC1C)C(=S)OC (methyl 4-[4-(2-methoxyphenyl)(1,3-thiazol-2-yl)]-5-methylthiothiophene-2-carboxylate). Yield: 104.4%. RXN SMILES: [NH2:1][C:2](=[S:13])[C:3]1[CH:4]=[C:5]([C:9]([O:11][CH3:12])=[S:10])[S:6][C:7]=1[CH3:8].Br[CH2:15][C:16]([C:18]1[CH:23]=[CH:22][CH:21]=[CH:20][C:19]=1[O:24][CH3:25])=O>CC(C)=O>[CH3:25][O:24][C:19]1[CH:20]=[CH:21][CH:22]=[CH:23][C:18]=1[C:16]1[N:1]=[C:2]([C:3]2[CH:4]=[C:5]([C:9]([O:11][CH3:12])=[S:10])[S:6][C:7]=2[CH3:8])[S:13][CH:15]=1. Reported procedure: Methyl 4-[4-(2-Methoxyphenyl)(1,3-thiazol-2-yl)]-5-metmylthiothiophene-2-carboxylate: 105 mg (0.424 mmol) of methyl 4-(aminothioxomethyl)-5-methylthiothiophene-2-carboxylate (Maybridge Chemical Co. LTD., Cornwall, U.K.) was dissolved in 5 mL of reagent grade acetone. 2-Bromo-2′-methoxy acetophenone (0.467 mmol; 110 mg) was added and the solution was allowed to reflux for 3 h. The solution was allowed to cool and the solution concentrated. The crude product was dissolved in 100 mL of CH2Cl2 and w... Starting materials: FC=1C=C(C(=NC1)OC)CO ((5-fluoro-2-methoxy-pyridin-3-yl)-methanol). Reagents/catalysts: [O-2].[Mn+4].[O-2] (manganese(IV) oxide). The solvent is C(C)(=O)OCC (ethyl acetate). Conditions: time 8 hour. Yields the product FC=1C=C(C(=NC1)OC)C=O (5-fluoro-2-methoxy-pyridine-3-carbaldehyde). The yield is 57.0%. As a reaction SMILES: [F:1][C:2]1[CH:3]=[C:4]([CH2:10][OH:11])[C:5]([O:8][CH3:9])=[N:6][CH:7]=1>C(OCC)(=O)C.[O-2].[Mn+4].[O-2]>[F:1][C:2]1[CH:3]=[C:4]([CH:10]=[O:11])[C:5]([O:8][CH3:9])=[N:6][CH:7]=1 |f:2.3.4|. Procedure details: To (5-fluoro-2-methoxy-pyridin-3-yl)-methanol (36, 8 g, 50.9 mmol) in 300 mL of ethyl acetate, manganese(IV) oxide (39.8 g, 458 mmol) was added and the mixture stirred at room temperature overnight. The reaction mixture was filtered through celite, and the celite bed rinsed with ethyl acetate. The filtrate was concentrated under vacuum, then passed through a plug of silica, eluting with 50% ethyl acetate in heptane to provide the desired compound as a light yellow solid (37, 4.5 g, 29.0 mmol, 57... The reactants are C(=O)C1=CC=C(C=C2C(NC(S2)=O)=O)C=C1 (5-(4-formylbenzylidene)-2,4-thiazolidinedione), CC1=CC(=C(C=C1C)N)N (4,5-dimethyl-1,2-phenylenediamine). Yields the product CC1=CC2=C(N=C(N2)C2=CC=C(C=C2)C=C2C(NC(S2)=O)=O)C=C1C (5,6-Dimethyl-2-[4-[(2,4-dioxothiazolidin-5-ylidene)methyl]phenyl]benzimidazole). RXN SMILES: [CH:1]([C:3]1[CH:16]=[CH:15][C:6]([CH:7]=[C:8]2[S:12][C:11](=[O:13])[NH:10][C:9]2=[O:14])=[CH:5][CH:4]=1)=O.[CH3:17][C:18]1[C:23]([CH3:24])=[CH:22][C:21]([NH2:25])=[C:20]([NH2:26])[CH:19]=1>>[CH3:17][C:18]1[C:23]([CH3:24])=[CH:22][C:21]2[N:25]=[C:1]([C:3]3[CH:16]=[CH:15][C:6]([CH:7]=[C:8]4[S:12][C:11](=[O:13])[NH:10][C:9]4=[O:14])=[CH:5][CH:4]=3)[NH:26][C:20]=2[CH:19]=1. Procedure: 5,6-Dimethyl-2-[4-[(2,4-dioxothiazolidin-5-ylidene)methyl]phenyl]benzimidazole was prepared from 5-(4-formylbenzylidene)-2,4-thiazolidinedione and 4,5-dimethyl-1,2-phenylenediamine by following General Procedure 2.